From a dataset of the Open Reaction Database (ORD), a public repository of structured organic reaction records. describe an organic reaction: reactants, conditions, products, and yield Reactants: [N+](=O)([O-])C1=CC2=C(NC(CS2)=O)C=C1 (7-Nitro-4H-benzo[1,4]thiazin-3-one), CI (methyl iodide), ice water, [H-].[Na+] (sodium hydride). The solvent is CN(C)C=O (DMF), CN(C)C=O (DMF). Product: [N+](=O)([O-])C1=CC2=C(N(C(CS2)=O)C)C=C1 (7-Nitro-4-methyl-4H-benzo[1,4]thiazin-3-one). As a reaction SMILES: [N+:1]([C:4]1[CH:14]=[CH:13][C:7]2[NH:8][C:9](=[O:12])[CH2:10][S:11][C:6]=2[CH:5]=1)([O-:3])=[O:2].[H-].[Na+].[CH3:17]I>CN(C=O)C>[N+:1]([C:4]1[CH:14]=[CH:13][C:7]2[N:8]([CH3:17])[C:9](=[O:12])[CH2:10][S:11][C:6]=2[CH:5]=1)([O-:3])=[O:2] |f:1.2|. Procedure: 7.3 g 7-Nitro-4H-benzo[1,4]thiazin-3-one was suspended in 65 ml DMF and treated in portions with 1.6 g of 55% sodium hydride. Stirring a room temperature was continued for 0.5 hrs, than 5.2 g methyl iodide in 15 ml DMF were added dropwise. After another 3 hrs the mixture was poured into ice water and the title product isolated by filtration in a yield of 7.5 g.